From a dataset of the Open Reaction Database (ORD), a public repository of structured organic reaction records. describe an organic reaction: reactants, conditions, products, and yield The reactants are N1=C(C=CC=C1)C=NO (pyridin-2-carbaldehyde-oxime), ClNC(CCC(=O)N)=O (N-chlorosuccinamide). Run in CN(C)C=O (DMF). Run at temperature 30 celsius, time 2 hour. The product is N1=C(C=CC=C1)C(=N)Cl (Pyridin-2-imidoyl chloride). RXN SMILES: [N:1]1[CH:6]=[CH:5][CH:4]=[CH:3][C:2]=1[CH:7]=[N:8]O.[Cl:10]NC(=O)CCC(N)=O>CN(C=O)C>[N:1]1[CH:6]=[CH:5][CH:4]=[CH:3][C:2]=1[C:7]([Cl:10])=[NH:8]. Procedure details: To a mixture of pyridin-2-carbaldehyde-oxime (15 gm) and N-chlorosuccinamide (25 gm) in DMF (30 ml) was stirred at 30° C. over a period of 2 h. The reaction mixture was quenched with ice cold water (150 ml). The suspension was filtered and the wet cake washed with small quantity of water to provide pure title compound in 7 gm quantity (55%) as a white solid. Yields the product CC1=NC2=CC=CC=C2C=C1NC(=S)N1CCN(CC1)C1=CC(=CC(=C1)C)C (1-[(2-Methylquinolin-3-yl)aminothiocarbonyl]-4-(3,5-dimethylphenyl)piperazine). Starting materials: CC1=NC2=CC=CC=C2C=C1NC(OC1=CC=CC=C1)=S (Phenyl N-(2-methylquinolin-3-yl)thiocarbamate), CC=1C=C(C=C(C1)C)N1CCNCC1 (1-(3,5-dimethylphenyl)piperazine). Reported procedure: Phenyl N-(2-methylquinolin-3-yl)thiocarbamate and 1-(3,5-dimethylphenyl)piperazine were reacted by the same way with the example 125 to obtain the titled compound. Yield: 81.0%. As a reaction SMILES: [CH3:1][C:2]1[C:11]([NH:12][C:13](=[S:21])OC2C=CC=CC=2)=[CH:10][C:9]2[C:4](=[CH:5][CH:6]=[CH:7][CH:8]=2)[N:3]=1.[CH3:22][C:23]1[CH:24]=[C:25]([N:30]2[CH2:35][CH2:34][NH:33][CH2:32][CH2:31]2)[CH:26]=[C:27]([CH3:29])[CH:28]=1>>[CH3:1][C:2]1[C:11]([NH:12][C:13]([N:33]2[CH2:34][CH2:35][N:30]([C:25]3[CH:26]=[C:27]([CH3:29])[CH:28]=[C:23]([CH3:22])[CH:24]=3)[CH2:31][CH2:32]2)=[S:21])=[CH:10][C:9]2[C:4](=[CH:5][CH:6]=[CH:7][CH:8]=2)[N:3]=1.